From a dataset of the Open Reaction Database (ORD), a public repository of structured organic reaction records. describe an organic reaction: reactants, conditions, products, and yield Starting materials: CC(C)CC(NC(=O)C(CC(C)C)NC(=O)OC(C)(C)C)B1OC2CC3CC(C3(C)C)C2(C)O1, COc1ccc(CC(Nc2cccc(-c3ccccc3)c2)C(=O)O)cc1. Yields the product COc1ccc(CC(Nc2cccc(-c3ccccc3)c2)C(=O)NC(CC(C)C)C(=O)NC(CC(C)C)B2OC3CC4CC(C4(C)C)C3(C)O2)cc1. As a reaction SMILES: [C:1]([O:2][C:6]([NH:7][CH:8]([CH2:9][CH:10]([CH3:11])[CH3:12])[C:13]([NH:14][CH:15]([CH2:16][CH:17]([CH3:18])[CH3:19])[B:20]1[O:21][C:22]2([CH3:32])[CH:23]3[C:24]([CH3:30])([CH3:31])[CH:25]([CH2:26][CH:27]2[O:28]1)[CH2:29]3)=[O:33])=[O:34])([CH3:3])([CH3:4])[CH3:5].[c:35]1(-[c:55]2[cH:56][cH:57][cH:58][cH:59][cH:60]2)[cH:36][c:37]([NH:41][CH:42]([C:43]([OH:44])=[O:45])[CH2:46][c:47]2[cH:48][cH:49][c:50]([O:53][CH3:54])[cH:51][cH:52]2)[cH:38][cH:39][cH:40]1>>[C:6]([NH:7][CH:8]([CH2:9][CH:10]([CH3:11])[CH3:12])[C:13]([NH:14][CH:15]([CH2:16][CH:17]([CH3:18])[CH3:19])[B:20]1[O:21][C:22]2([CH3:32])[CH:23]3[C:24]([CH3:30])([CH3:31])[CH:25]([CH2:26][CH:27]2[O:28]1)[CH2:29]3)=[O:33])(=[O:34])[CH:42]([NH:41][c:37]1[cH:36][c:35](-[c:55]2[cH:56][cH:57][cH:58][cH:59][cH:60]2)[cH:40][cH:39][cH:38]1)[CH2:46][c:47]1[cH:48][cH:49][c:50]([O:53][CH3:54])[cH:51][cH:52]1. Product: CC(C)CNc1c(N)cnc2cccnc12. Reaction SMILES: [CH3:19][c:20]1[cH:21][cH:22][cH:23][cH:24][cH:25]1.[CH3:1][CH:2]([CH2:3][NH:4][c:5]1[c:6]([N+:15]([O-:16])=[O:17])[cH:7][n:8][c:9]2[cH:10][cH:11][cH:12][n:13][c:14]12)[CH3:18].[CH:27]([OH:28])([CH3:29])[CH3:30].[OH2:26]>>[CH3:1][CH:2]([CH2:3][NH:4][c:5]1[c:6]([NH2:15])[cH:7][n:8][c:9]2[cH:10][cH:11][cH:12][n:13][c:14]12)[CH3:18]. The reactants are Cc1ccccc1, CC(C)CNc1c([N+](=O)[O-])cnc2cccnc12, CC(C)O, O. Starting materials: C1(=CC(=CC=C1)C1=NC=CC(=N1)O)C (2-(3-tolyl)-4-pyrimidinol), P(=O)(Cl)(Cl)Cl (phosphorous oxychloride). Run in ice. Yields the product ClC1=NC(=NC=C1)C=1C=C(C=CC1)C (4-Chloro-2-(3-tolyl)-pyrimidine). Reaction SMILES: [C:1]1([CH3:14])[CH:6]=[CH:5][CH:4]=[C:3]([C:7]2[N:12]=[C:11](O)[CH:10]=[CH:9][N:8]=2)[CH:2]=1.P(Cl)(Cl)([Cl:17])=O>>[Cl:17][C:11]1[CH:10]=[CH:9][N:8]=[C:7]([C:3]2[CH:2]=[C:1]([CH3:14])[CH:6]=[CH:5][CH:4]=2)[N:12]=1. Procedure: A 23.91 g portion of 2-(3-tolyl)-4-pyrimidinol was mixed with 400 ml of phosphorous oxychloride in a one liter round bottom flask, under a drying tube and heated on a steam bath overnight. The mixture was allowed to cool and then poured over 2 liters of ice. The resulting solid was collected, washed with 50 ml of ether, dried and recrystallized from 100 ml of ethanol, giving 16.23 g of the desired intermediate, mp 74°-75° C. The reactants are C(C)N(CC)S(F)(F)F (Diethylaminosulphur trifluoride), OCC1=C(C(N(CO1)C(C(=O)OC(C)(C)C)(C)C)=O)C1=CC=CC=C1 (tert butyl 2-(2,3-dihydro-6-hydroxymethyl-4-oxo-5-phenyl-4H-1,3-oxazin-3-yl)-2-methylpropanoate), [Cl-].[NH4+] (ammonium chloride). Solvent: ClCCl (dichloromethane). Conditions: time 0.5 hour. The product is FCC1=C(C(N(CO1)C(C(=O)OC(C)(C)C)(C)C)=O)C1=CC=CC=C1 (tert butyl 2-(6-fluoromethyl-2,3-dihydro-4-oxo-5-phenyl-4H-1,3-oxazin-3-yl)-2-methylpropanoate). Reaction SMILES: C(N(S(F)(F)[F:7])CC)C.O[CH2:11][C:12]1[O:17][CH2:16][N:15]([C:18]([CH3:27])([CH3:26])[C:19]([O:21][C:22]([CH3:25])([CH3:24])[CH3:23])=[O:20])[C:14](=[O:28])[C:13]=1[C:29]1[CH:34]=[CH:33][CH:32]=[CH:31][CH:30]=1.[Cl-].[NH4+]>ClCCl>[F:7][CH2:11][C:12]1[O:17][CH2:16][N:15]([C:18]([CH3:27])([CH3:26])[C:19]([O:21][C:22]([CH3:25])([CH3:24])[CH3:23])=[O:20])[C:14](=[O:28])[C:13]=1[C:29]1[CH:34]=[CH:33][CH:32]=[CH:31][CH:30]=1 |f:2.3|. Procedure: Diethylaminosulphur trifluoride (1.27 ml) was added to a stirred solution of tert butyl 2-(2,3-dihydro-6-hydroxymethyl-4-oxo-5-phenyl-4H-1,3-oxazin-3-yl)-2-methylpropanoate (3.5 g) in dichloromethane at -78° C. After 0.5 hour the solution was allowed to warm to room temperature and stirred for 16 hours. The mixture was poured into saturated ammonium chloride solution and the organic phase washed (brine), dried (magnesium sulphate) and evaporated. The residue was purified by dry column chromatogr... Reactants: COC(=O)c1cccc2oc(N3C(C)CN(C(C)=O)CC3C)nc12, [Li+], [OH-], O. Yields the product CC(=O)N1CC(C)N(c2nc3c(C(=O)[O-])cccc3o2)C(C)C1, [Li+]. Reaction SMILES: [C:1]([CH3:2])(=[O:3])[N:4]1[CH2:5][CH:6]([CH3:24])[N:7]([c:11]2[o:12][c:13]3[c:14]([n:15]2)[c:16]([C:20](=[O:21])[O:22][CH3:23])[cH:17][cH:18][cH:19]3)[CH:8]([CH3:10])[CH2:9]1.[Li+:27].[OH-:26].[OH2:25]>>[C:1]([CH3:2])(=[O:3])[N:4]1[CH2:5][CH:6]([CH3:24])[N:7]([c:11]2[o:12][c:13]3[c:14]([n:15]2)[c:16]([C:20](=[O:21])[O-:22])[cH:17][cH:18][cH:19]3)[CH:8]([CH3:10])[CH2:9]1.[Li+:27]. The reactants are BrCC(=O)C=1C2=C(SC1)C=CC(=C2)C#N (3-(bromoacetyl)benzo[b]thiophen-5-carbonitrile), N1C(NCC1)=S (2-imidazolidinethione), C(C)O (ethanol). The solvent is C(C)(=O)O (acetic acid). Product: Br.S1C=2N(C(=C1)C=1C3=C(SC1)C=CC(=C3)C#N)CCN2 (3-(5,6-dihydroimidazo[2,1-b]thiazol-3-yl)benzo[b]thiophen-5-carbonitrile monohydrobromide). Yield: 73.2%. Reaction SMILES: [Br:1][CH2:2][C:3]([C:5]1[C:6]2[CH:13]=[C:12]([C:14]#[N:15])[CH:11]=[CH:10][C:7]=2[S:8][CH:9]=1)=O.[NH:16]1[CH2:20][CH2:19][NH:18][C:17]1=[S:21].C(O)C>C(O)(=O)C>[BrH:1].[S:21]1[CH:2]=[C:3]([C:5]2[C:6]3[CH:13]=[C:12]([C:14]#[N:15])[CH:11]=[CH:10][C:7]=3[S:8][CH:9]=2)[N:18]2[CH2:19][CH2:20][N:16]=[C:17]12 |f:4.5|. Reported procedure: A mixture of 3-(bromoacetyl)benzo[b]thiophen-5-carbonitrile (1.05 g), 2-imidazolidinethione (0.4 g), ethanol (31.5 ml), and acetic acid (21 ml) was heated under reflux under nitrogen for 24 hours, then cooled in ice. The resulting precipitate was collected by filtration, washed with ether, and dried in vacuo at 65° C. to give 3-(5,6-dihydroimidazo[2,1-b]thiazol-3-yl)benzo[b]thiophen-5-carbonitrile monohydrobromide as a white solid (1 g), m.p. 303°-305° C. The reactants are ClC1=C2N=CN(C2=NC=N1)[C@@H]1C[C@H](C1)NC1=NC2=CC=CC=C2C=N1 (N-(Trans-3-(6-chloro-9H-purin-9-yl)cyclobutyl)quinazolin-2-amine), COC(=O)C1=CC=C(C=C1)B(O)O ((4-methoxycarbonylphenyl)boronic acid), C([O-])([O-])=O.[Cs+].[Cs+] (cesium carbonate). Reagents/catalysts: C=1C=CC(=CC1)[P](C=2C=CC=CC2)(C=3C=CC=CC3)[Pd]([P](C=4C=CC=CC4)(C=5C=CC=CC5)C=6C=CC=CC6)([P](C=7C=CC=CC7)(C=8C=CC=CC8)C=9C=CC=CC9)[P](C=1C=CC=CC1)(C=1C=CC=CC1)C=1C=CC=CC1 (tetrakis(triphenylphosphine)palladium). The solvent is O1CCOCC1 (dioxane), O (water). Conditions: temperature 120 celsius. Yields the product N1=C(N=CC2=CC=CC=C12)N[C@@H]1C[C@H](C1)N1C2=NC=NC(=C2N=C1)C1=CC=C(C(=O)OC)C=C1 (methyl 4-(9-(trans-3-(quinazolin-2-ylamino)cyclobutyl)-9H-purin-6-yl)benzoate). Isolated yield 37.7%. Reaction SMILES: Cl[C:2]1[N:10]=[CH:9][N:8]=[C:7]2[C:3]=1[N:4]=[CH:5][N:6]2[C@H:11]1[CH2:14][C@H:13]([NH:15][C:16]2[N:25]=[CH:24][C:23]3[C:18](=[CH:19][CH:20]=[CH:21][CH:22]=3)[N:17]=2)[CH2:12]1.[CH3:26][O:27][C:28]([C:30]1[CH:35]=[CH:34][C:33](B(O)O)=[CH:32][CH:31]=1)=[O:29].C(=O)([O-])[O-].[Cs+].[Cs+]>O1CCOCC1.O.C1C=CC([P]([Pd]([P](C2C=CC=CC=2)(C2C=CC=CC=2)C2C=CC=CC=2)([P](C2C=CC=CC=2)(C2C=CC=CC=2)C2C=CC=CC=2)[P](C2C=CC=CC=2)(C2C=CC=CC=2)C2C=CC=CC=2)(C2C=CC=CC=2)C2C=CC=CC=2)=CC=1>[N:17]1[C:18]2[C:23](=[CH:22][CH:21]=[CH:20][CH:19]=2)[CH:24]=[N:25][C:16]=1[NH:15][C@H:13]1[CH2:14][C@H:11]([N:6]2[CH:5]=[N:4][C:3]3[C:7]2=[N:8][CH:9]=[N:10][C:2]=3[C:33]2[CH:34]=[CH:35][C:30]([C:28]([O:27][CH3:26])=[O:29])=[CH:31][CH:32]=2)[CH2:12]1 |f:2.3.4,^1:55,57,76,95|. Procedure details: N-(Trans-3-(6-chloro-9H-purin-9-yl)cyclobutyl)quinazolin-2-amine (example 21, 0.110 g, 0.313 mmol), tetrakis(triphenylphosphine)palladium (0.018 g, 0.016 mmol), (4-methoxycarbonylphenyl)boronic acid (0.073 g, 0.406 mmol), and cesium carbonate (0.357 g, 1.094 mmol) were suspended in a mixture of dioxane (1.25 mL) and water (0.15 mL) and heated in the microwave to 120° C. for 25 minutes. The crude was partitioned between ethyl acetate (200 mL) and water (200 mL). The organic phase was dried with m... The reactants are ClCC1=NC2=CC(=C(C=C2C(N1)=O)OC)OC (2-(chloromethyl)-6,7-dimethoxyquinazolin-4(3H)-one), ClC=1C(=CC(=C(C1)CCC1(CC(CC(O1)=O)=O)C1CCCC1)OC)OC (6-[2-(5-chloro-2,4-dimethoxyphenyl)ethyl]-6-cyclopentyldihydro-2H-pyran-2,4(3H)-dione). Product: ClC=1C(=CC(=C(C1)CCC1(CC(=C(C(O1)=O)CC1=NC2=CC(=C(C=C2C(N1)=O)OC)OC)O)C1CCCC1)OC)OC (2-({6-[2-(5-Chloro-2,4-dimethoxyphenyl)ethyl]-6-cyclopentyl-4-hydroxy-2-oxo-5,6-dihydro-2H-pyran-3-yl}methyl)-6,7-dimethoxyquinazolin-4(3H)-one). The yield is 20.0%. As a reaction SMILES: Cl[CH2:2][C:3]1[NH:12][C:11](=[O:13])[C:10]2[C:5](=[CH:6][C:7]([O:16][CH3:17])=[C:8]([O:14][CH3:15])[CH:9]=2)[N:4]=1.[Cl:18][C:19]1[C:20]([O:42][CH3:43])=[CH:21][C:22]([O:40][CH3:41])=[C:23]([CH2:25][CH2:26][C:27]2([CH:35]3[CH2:39][CH2:38][CH2:37][CH2:36]3)[O:32][C:31](=[O:33])[CH2:30][C:29](=[O:34])[CH2:28]2)[CH:24]=1>>[Cl:18][C:19]1[C:20]([O:42][CH3:43])=[CH:21][C:22]([O:40][CH3:41])=[C:23]([CH2:25][CH2:26][C:27]2([CH:35]3[CH2:39][CH2:38][CH2:37][CH2:36]3)[O:32][C:31](=[O:33])[C:30]([CH2:2][C:3]3[NH:12][C:11](=[O:13])[C:10]4[C:5](=[CH:6][C:7]([O:16][CH3:17])=[C:8]([O:14][CH3:15])[CH:9]=4)[N:4]=3)=[C:29]([OH:34])[CH2:28]2)[CH:24]=1. Procedure: The title compound was prepared as described in Example B(53), using 2-(chloromethyl)-6,7-dimethoxyquinazolin-4(3H)-one (Example B(57), Step 1) in place of 5-(chloromethyl)-1,3-dimethyl-1H-1,2,4-triazole, and using 6-[2-(5-chloro-2,4-dimethoxyphenyl)ethyl]-6-cyclopentyldihydro-2H-pyran-2,4(3H)-dione in place of 6-[2-(3-chloro-4-methoxyphenyl)ethyl]-6-cyclopentyldihydro-2H-pyran-2,4(3H)-dione. Yield: 20%.